Dataset: the Open Reaction Database (ORD), a public repository of structured organic reaction records. Task: describe an organic reaction: reactants, conditions, products, and yield Starting materials: IC=1N=NN(C1CCC)C1=CC=CC=C1 (4-iodo-1-phenyl-5-propyl-1H-[1,2,3]-triazole), isopropyl 4-(4,4,5,5-tetramethyl-[1,3,2]dioxaboran-2-yl)-1,2,3,6-tetrahydropyridine-carboxylate, C([O-])([O-])=O.[K+].[K+] (potassium carbonate), [1,1-bis(diphenylphosphino)-ferrocene]dichloropalladium, CN(C=O)C (N,N-dimethylformamide). Run at temperature 80 celsius. Yields the product C1(=CC=CC=C1)N1N=NC(=C1CCC)C=1CC(NCC1)C(=O)OC(C)C (isopropyl 4-[1-phenyl-5-propyl-1H-[1,2,3]triazol-4-yl]-1,2,3,6-tetrahydropyridine-carboxylate). RXN SMILES: I[C:2]1[N:3]=[N:4][N:5]([C:10]2[CH:15]=[CH:14][CH:13]=[CH:12][CH:11]=2)[C:6]=1[CH2:7][CH2:8][CH3:9].[C:16](=[O:19])([O-])[O-:17].[K+].[K+].[CH3:22][N:23]([CH3:26])C=O>>[C:10]1([N:5]2[C:6]([CH2:7][CH2:8][CH3:9])=[C:2]([C:6]3[CH2:7][CH:22]([C:16]([O:17][CH:10]([CH3:15])[CH3:11])=[O:19])[NH:23][CH2:26][CH:2]=3)[N:3]=[N:4]2)[CH:15]=[CH:14][CH:13]=[CH:12][CH:11]=1 |f:1.2.3|. Procedure: In a nitrogen atmosphere, 30 mg of 4-iodo-1-phenyl-5-propyl-1H-[1,2,3]-triazole prepared in the above 2), 34 mg of isopropyl 4-(4,4,5,5-tetramethyl-[1,3,2]dioxaboran-2-yl)-1,2,3,6-tetrahydropyridine-carboxylate prepared in Example 45-6 and 26 mg of potassium carbonate were dissolved in 3 ml of N,N-dimethylformamide, 7.7 mg of [1,1-bis(diphenylphosphino)-ferrocene]dichloropalladium was added thereto and the mixture was stirred with heating at 80° C. for one night. After the reaction solution was ...